Task: describe an organic reaction: reactants, conditions, products, and yield. Dataset: the Open Reaction Database (ORD), a public repository of structured organic reaction records The reactants are COC1=C(C2=CC=C(C=C2C=C1)OC)C=O (2,6-dimethoxy-1-naphthalenecarboxaldehyde), C(CC)S (1-Propanethiol), [H-].[Na+] (sodium hydride), C(=O)([O-])[O-].[K+].[K+] (K2CO3), C(C1=CC=CC=C1)Br (benzyl bromide). Solvent: CN(C=O)C (N,N-dimethylformamide), CN(C=O)C (N,N-dimethylformamide). Run at time 2 hour. The product is COC=1C=C2C=CC(=C(C2=CC1)C=O)OCC1=CC=CC=C1 (6-Methoxy-2-(phenylmethoxy)-1-naphthalenecarboxaldehyde). As a reaction SMILES: C(S)CC.[H-].[Na+].[CH3:7][O:8][C:9]1[CH:18]=[CH:17][C:16]2[C:11](=[CH:12][CH:13]=[C:14]([O:19][CH3:20])[CH:15]=2)[C:10]=1[CH:21]=[O:22].C([O-])([O-])=O.[K+].[K+].C(Br)[C:30]1[CH:35]=[CH:34][CH:33]=[CH:32][CH:31]=1>CN(C)C=O>[CH3:20][O:19][C:14]1[CH:15]=[C:16]2[C:11](=[CH:12][CH:13]=1)[C:10]([CH:21]=[O:22])=[C:9]([O:8][CH2:7][C:30]1[CH:35]=[CH:34][CH:33]=[CH:32][CH:31]=1)[CH:18]=[CH:17]2 |f:1.2,4.5.6|. Procedure details: 1-Propanethiol (12.8 mL, 0.141 mol) was added over a 20 minute period to a suspension of sodium hydride (2.92 g, 0.122 mol) in N,N-dimethylformamide at 0° C. under a nitrogen atmosphere. To the resulting solution was added a solution of 2,6-dimethoxy-1-naphthalenecarboxaldehyde [21.6 g, 0.100 mol, described by N. P. Buu-Hoi et al, J. Chem. Soc., 2776 (1955)] in 100 mL of N,N-dimethylformamide, and the mixture was heated at 50°-60° C. for 3 hours. Anhydrous K2CO3 (28 g, 0.20 mol) and benzyl bromi... Reactants: [OH-].[NH4+] (ammonium hydroxide), BrBr (bromine), OCCCCN1N=C(C=C1)NC(=NCC(F)(F)F)N (1-(4-hydroxybutyl)-3-[2-(2,2,2-trifluoroethyl)guanidino]pyrazole). Run in C(Cl)(Cl)Cl (chloroform), CC(=O)O (HOAc). Run at time 1 hour. The product is BrC=1C(=NN(C1)CCCCO)NC(=NCC(F)(F)F)N (4-bromo-1-(4-hydroxybutyl)-3-[2-(2,2,2-trifluoroethyl)guanidino]pyrazole). The yield is 80.9%. RXN SMILES: [Br:1]Br.[OH:3][CH2:4][CH2:5][CH2:6][CH2:7][N:8]1[CH:12]=[CH:11][C:10]([NH:13][C:14]([NH2:21])=[N:15][CH2:16][C:17]([F:20])([F:19])[F:18])=[N:9]1.[OH-].[NH4+]>C(Cl)(Cl)Cl.CC(O)=O>[Br:1][C:11]1[C:10]([NH:13][C:14]([NH2:21])=[N:15][CH2:16][C:17]([F:20])([F:18])[F:19])=[N:9][N:8]([CH2:7][CH2:6][CH2:5][CH2:4][OH:3])[CH:12]=1 |f:2.3|. Procedure details: A solution (2.75 ml.) of bromine (80 mg.) in chloroform was added to a solution of 1-(4-hydroxybutyl)-3-[2-(2,2,2-trifluoroethyl)guanidino]pyrazole (140 mg.) in HOAc (2 ml.). After stirring at room temperature for 1 hour the mixture was basified with 6 N aqueous ammonium hydroxide and then extracted with EtOAc (6×10 ml.). The combined extracts were dried (MgSO4) and evaporated to dryness in vacuo to give 4-bromo-1-(4-hydroxybutyl)-3-[2-(2,2,2-trifluoroethyl)guanidino]pyrazole (145 mg., 82%) havi... Starting materials: C1CCC2=NCCCN2CC1, COCCOC, CS(=O)c1nc(N)nc(-c2ccco2)c1C#N, OCC=Cc1ccccc1. Product: N#Cc1c(OCC=Cc2ccccc2)nc(N)nc1-c1ccco1. RXN SMILES: [CH2:28]1[CH2:29][CH2:30][C:31]2=[N:36][CH2:35][CH2:34][CH2:33][N:32]2[CH2:37][CH2:38]1.[CH3:39][O:40][CH2:41][CH2:42][O:43][CH3:44].[NH2:1][c:2]1[n:3][c:4]([S:15]([CH3:16])=[O:17])[c:5]([C:13]#[N:14])[c:6](-[c:8]2[o:9][cH:10][cH:11][cH:12]2)[n:7]1.[OH:18][CH2:19][CH:20]=[CH:21][c:22]1[cH:23][cH:24][cH:25][cH:26][cH:27]1>>[NH2:1][c:2]1[n:3][c:4]([O:18][CH2:19][CH:20]=[CH:21][c:22]2[cH:23][cH:24][cH:25][cH:26][cH:27]2)[c:5]([C:13]#[N:14])[c:6](-[c:8]2[o:9][cH:10][cH:11][cH:12]2)[n:7]1. Starting materials: NC1=C(C=C(C=C1)F)C=1C(CCC1C)=O (2-(2-amino-5-fluorophenyl)-3-methyl-2-cyclopenten-1-one), Example 7, N1=CC=CC=C1 (pyridine), C1(=CC=C(C=C1)S(=O)(=O)Cl)C (p-toluenesulfonyl chloride). Product: C1(=CC=C(C=C1)S(=O)(=O)NC1=C(C=C(C=C1)F)C=1C(CCC1C)=O)C (2-(2-(p-toluenesulfonyl)amino-5-fluorophenyl)-3-methyl-2-cyclopenten-1-one). Reaction SMILES: [NH2:1][C:2]1[CH:7]=[CH:6][C:5]([F:8])=[CH:4][C:3]=1[C:9]1[C:10](=[O:15])[CH2:11][CH2:12][C:13]=1[CH3:14].N1C=CC=CC=1.[C:22]1([CH3:32])[CH:27]=[CH:26][C:25]([S:28](Cl)(=[O:30])=[O:29])=[CH:24][CH:23]=1>>[C:22]1([CH3:32])[CH:27]=[CH:26][C:25]([S:28]([NH:1][C:2]2[CH:7]=[CH:6][C:5]([F:8])=[CH:4][C:3]=2[C:9]2[C:10](=[O:15])[CH2:11][CH2:12][C:13]=2[CH3:14])(=[O:30])=[O:29])=[CH:24][CH:23]=1. Procedure details: 0.700 g (3.14 mmol) of 2-(2-amino-5-fluorophenyl)-3-methyl-2-cyclopenten-1-one, 0.298 g (3.76 mmol) of pyridine, 0.598 g (3.76 mmol) of p-toluenesulfonyl chloride, and 3 mL of M.C were loaded to a 20 mL vial, and then reacted for 12 hours. The work-up was the same as in Example 7 (1.000 g, 85%). The reactants are CS(=O)(=O)OCC=1C(=NSC1C1=CC=C(C=C1)CC)Cl ([3-chloro-5-(4-ethylphenyl)-1,2-thiazol-4-yl]methyl methanesulfonate), OC1=C(C(=C(C=C1)CCC(=O)OCC)C)C (ethyl 3-(4-hydroxy-2,3-dimethylphenyl)propanoate). Product: ClC1=NSC(=C1COC1=C(C(=C(C=C1)CCC(=O)OCC)C)C)C1=CC=C(C=C1)CC (Ethyl 3-(4-[[3-chloro-5-(4-ethylphenyl)-1,2-thiazol-4-yl]methoxy]-2,3-dimethylphenyl)propanoate). As a reaction SMILES: CS([O:5][CH2:6][C:7]1[C:8]([Cl:20])=[N:9][S:10][C:11]=1[C:12]1[CH:17]=[CH:16][C:15]([CH2:18][CH3:19])=[CH:14][CH:13]=1)(=O)=O.O[C:22]1[CH:27]=[CH:26][C:25]([CH2:28][CH2:29][C:30]([O:32][CH2:33][CH3:34])=[O:31])=[C:24]([CH3:35])[C:23]=1[CH3:36]>>[Cl:20][C:8]1[C:7]([CH2:6][O:5][C:22]2[CH:27]=[CH:26][C:25]([CH2:28][CH2:29][C:30]([O:32][CH2:33][CH3:34])=[O:31])=[C:24]([CH3:35])[C:23]=2[CH3:36])=[C:11]([C:12]2[CH:17]=[CH:16][C:15]([CH2:18][CH3:19])=[CH:14][CH:13]=2)[S:10][N:9]=1. Reported procedure: The title compound was prepared according to the procedure described in Example 127 following Step 6 by coupling [3-chloro-5-(4-ethylphenyl)-1,2-thiazol-4-yl]methyl methanesulfonate and ethyl 3-(4-hydroxy-2,3-dimethylphenyl)propanoate to afford the desired product as a yellow oil.